From a dataset of the Open Reaction Database (ORD), a public repository of structured organic reaction records. describe an organic reaction: reactants, conditions, products, and yield Starting materials: CC(C)(C)[Si](C)(C)OC1CC(C=Cc2cccnc2)N(C(=O)OCc2ccccc2)C1, CO, C[O-], CO, Cl, [Na+]. Product: O=C(OCc1ccccc1)N1CC(O)CC1C=Cc1cccnc1. Reaction SMILES: [CH2:1]([c:2]1[cH:3][cH:4][cH:5][cH:6][cH:7]1)[O:8][C:9](=[O:10])[N:11]1[CH:12]([CH:24]=[CH:25][c:26]2[cH:27][n:28][cH:29][cH:30][cH:31]2)[CH2:13][CH:14]([O:16][Si:17]([C:18]([CH3:19])([CH3:20])[CH3:21])([CH3:22])[CH3:23])[CH2:15]1.[CH3:33][OH:34].[CH3:35][O-:36].[CH3:38][OH:39].[ClH:32].[Na+:37]>>[CH2:1]([c:2]1[cH:3][cH:4][cH:5][cH:6][cH:7]1)[O:8][C:9](=[O:10])[N:11]1[CH:12]([CH:24]=[CH:25][c:26]2[cH:27][n:28][cH:29][cH:30][cH:31]2)[CH2:13][CH:14]([OH:16])[CH2:15]1. Starting materials: ClC=1SC(=CN1)CNC(SC)=N[N+](=O)[O-] (N-(2-chloro-5-thiazolylmethyl)-S-methyl-N'-nitroisothiourea), C(C)(=O)OC(C)=O (acetic anhydride), Cl (hydrochloric acid). The solvent is N1=CC=CC=C1 (pyridine). Reaction conditions: time 3 hour. Yields the product C(C)(=O)N(C(SC)=N[N+](=O)[O-])CC1=CN=C(S1)Cl (N-acetyl-N-(2-chloro-5-thiazolylmethyl)-S-methyl-N'-nitroisothiourea). Yield: 99.3%. Reaction SMILES: [Cl:1][C:2]1[S:3][C:4]([CH2:7][NH:8][C:9](=[N:12][N+:13]([O-:15])=[O:14])[S:10][CH3:11])=[CH:5][N:6]=1.[C:16](OC(=O)C)(=[O:18])[CH3:17].Cl>N1C=CC=CC=1>[C:16]([N:8]([CH2:7][C:4]1[S:3][C:2]([Cl:1])=[N:6][CH:5]=1)[C:9](=[N:12][N+:13]([O-:15])=[O:14])[S:10][CH3:11])(=[O:18])[CH3:17]. Reported procedure: A mixture consisting of 1 g N-(2-chloro-5-thiazolylmethyl)-S-methyl-N'-nitroisothiourea, 1.15 g acetic anhydride and 25 ml pyridine was stirred at room temperature for 3 hours. The reaction mixture was added into an aqueous hydrochloric acid solution (concentrated hydrochloric acid 20 ml, water 50 ml, ice 10 g) for separation into layers. The resultant aqueous layer was extracted with 120 ml of chloroform, while the resultant organic layers were combined together, dried over magnesium sulfate an... Reactants: ClC=1C(=NC=C(C1)Cl)C(C(C(=O)OC)C1=C(C=CC=C1)F)=O (Methyl 3-(3,5-dichloropyridin-2-yl)-2-(2-fluorophenyl)-3-oxopropanoate), [Cl-].[Na+] (sodium chloride), CS(=O)C (DMSO). Solvent: O (water), O (water). Reaction conditions: temperature 150 celsius. The product is ClC=1C(=NC=C(C1)Cl)C(CC1=C(C=CC=C1)F)=O (1-(3,5-Dichloropyridin-2-yl)-2-(2-fluorophenyl)ethanone). Reaction SMILES: [Cl:1][C:2]1[C:3]([C:9](=[O:22])[CH:10]([C:15]2[CH:20]=[CH:19][CH:18]=[CH:17][C:16]=2[F:21])C(OC)=O)=[N:4][CH:5]=[C:6]([Cl:8])[CH:7]=1.[Cl-].[Na+].CS(C)=O>O>[Cl:1][C:2]1[C:3]([C:9](=[O:22])[CH2:10][C:15]2[CH:20]=[CH:19][CH:18]=[CH:17][C:16]=2[F:21])=[N:4][CH:5]=[C:6]([Cl:8])[CH:7]=1 |f:1.2|. Procedure details: A mixture of 4.50 g (13.2 mmol) of methyl 3-(3,5-dichloropyridin-2-yl)-2-(2-fluorophenyl)-3-oxopropanoate from example 1A, 845 mg (14.5 mmol) of sodium chloride, 474 mg (26.3 mmol) of water and 13.5 ml of DMSO is heated in a microwave at 150° C. for 10 min and then stirred into water and extracted with ethyl acetate. The organic phase is dried over sodium sulfate and concentrated. The residue is purified by chromatography on silica gel (eluent: dichloromethane) to result in a yellow oil which gr... Starting materials: three, OC1CCN(CC1)C1=CC=C(C=O)C=C1 (4-(4-hydroxypiperidyl)benzaldehyde), [N+](=O)([O-])C1=CC=C(C=C1)CC(=O)O (4-nitrophenylacetic acid), N1CCCCC1 (Piperidine). RXN SMILES: [N+:1]([C:4]1[CH:9]=[CH:8][C:7]([CH2:10][C:11](O)=O)=[CH:6][CH:5]=1)([O-:3])=[O:2].N1CCCCC1.[OH:20][CH:21]1[CH2:26][CH2:25][N:24]([C:27]2[CH:34]=[CH:33][C:30](C=O)=[CH:29][CH:28]=2)[CH2:23][CH2:22]1>C(O)C>[OH:20][CH:21]1[CH2:26][CH2:25][N:24]([C:27]2[CH:34]=[CH:33][C:30]([CH:11]=[CH:10][C:7]3[CH:6]=[CH:5][C:4]([N+:1]([O-:3])=[O:2])=[CH:9][CH:8]=3)=[CH:29][CH:28]=2)[CH2:23][CH2:22]1. Yields the product OC1CCN(CC1)C1=CC=C(C=C1)C=CC1=CC=C(C=C1)[N+](=O)[O-] (4-(4-Hydroxypiperidyl)-4'-nitrostilbene). Reaction conditions: temperature 100 celsius, time 3 hour. Solvent: C(C)O (ethanol). Procedure: A one liter three necked flask fitted with a dropping funnel, mechanical stirrer and condenser is charged with 34.35 g of 4-nitrophenylacetic acid. Piperidine (16.2 g) is added dropwise over a period of 30 minutes. At the end of the addition, 38.4 g of 4-(4-hydroxypiperidyl)benzaldehyde is added. The reaction mixture is heated at 100° C. for three hours, and at 130° C. for three hours. After cooling, the semi-solid product mass is ground in ethanol in a blender, then filtered, washed, and vacuum... The reactants are ClC(Cl)(Cl)Br, CC(=O)Oc1cc(OC(C)=O)cc(C(=O)Cl)c1, CC(C)(C#N)N=NC(C)(C)C#N. Yields the product CC(=O)Oc1cc(Br)cc(OC(C)=O)c1. As a reaction SMILES: [Br:30][C:31]([Cl:32])([Cl:33])[Cl:34].[C:1]([CH3:2])(=[O:3])[O:4][c:5]1[cH:6][c:7]([C:8]([Cl:9])=[O:10])[cH:11][c:12]([O:14][C:15]([CH3:16])=[O:17])[cH:13]1.[N:18]([C:19]([CH3:20])([CH3:21])[C:22]#[N:23])=[N:24][C:25]([CH3:26])([CH3:27])[C:28]#[N:29]>>[C:1]([CH3:2])(=[O:3])[O:4][c:5]1[cH:6][c:7]([Br:30])[cH:11][c:12]([O:14][C:15]([CH3:16])=[O:17])[cH:13]1. Starting materials: O.ON1N=NC2=C1C=CC=C2 (1-hydroxybenzotriazole hydrate), Cl.CN(CCCN=C=NCC)C (1-(3-dimethylaminopropyl)-3-ethylcarbodiimide hydrochloride), CN1C(=CC2=CC=CC=C12)C(=O)O (1-methyl-2-indolecarboxylic acid), CN1CCOCC1 (N-methylmorpholine), N[C@H](CO)CC1=CC=CC=C1 ((S)-(−)-2-amino-3-phenyl-1-propanol). Solvent: C(C)OCC (diethyl ether), CO (methanol), C(Cl)Cl (methylene chloride), C(Cl)Cl (methylene chloride). Reaction conditions: time 20 hour. Yields the product OC[C@H](CC1=CC=CC=C1)NC(=O)C=1N(C2=CC=CC=C2C1)C ((S)-N-(1-Hydroxymethyl-2-phenylethyl)-1-methyl-2-indolecarboxamide). Isolated yield 68.1%. RXN SMILES: [CH3:1][N:2]1[C:10]2[C:5](=[CH:6][CH:7]=[CH:8][CH:9]=2)[CH:4]=[C:3]1[C:11]([OH:13])=O.CN1CCOCC1.[NH2:21][C@@H:22]([CH2:25][C:26]1[CH:31]=[CH:30][CH:29]=[CH:28][CH:27]=1)[CH2:23][OH:24].O.ON1C2C=CC=CC=2N=N1.Cl.CN(C)CCCN=C=NCC>C(Cl)Cl.C(OCC)C.CO>[OH:24][CH2:23][C@@H:22]([NH:21][C:11]([C:3]1[N:2]([CH3:1])[C:10]2[C:5]([CH:4]=1)=[CH:6][CH:7]=[CH:8][CH:9]=2)=[O:13])[CH2:25][C:26]1[CH:27]=[CH:28][CH:29]=[CH:30][CH:31]=1 |f:3.4,5.6|. Procedure details: To a stirred solution of 1-methyl-2-indolecarboxylic acid (100 mg, 0.57 mmol) in methylene chloride (1 mL) was added N-methylmorpholine (0.063 mL, 0.57 mmol) followed by (S)-(−)-2-amino-3-phenyl-1-propanol (86 mg, 0.57 mmol), 1-hydroxybenzotriazole hydrate (81 mg, 0.60 mmol), and 1-(3-dimethylaminopropyl)-3-ethylcarbodiimide hydrochloride (120 mg, 0.63 mmol). The resulting mixture was stirred at room temperature for 20 h. The reaction was diluted with methylene chloride and washed sequentially w... Starting materials: C1CCC2=NCCCN2CC1, CCO, Clc1nc2ccccc2[nH]1, O=[N+]([O-])c1ccc(S)cc1. The product is O=[N+]([O-])c1ccc(Sc2nc3ccccc3[nH]2)cc1. Reaction SMILES: [CH2:21]1[CH2:22][CH2:23][C:24]2=[N:29][CH2:28][CH2:27][CH2:26][N:25]2[CH2:30][CH2:31]1.[CH3:32][CH2:33][OH:34].[Cl:1][c:2]1[nH:3][c:4]2[c:5]([n:6]1)[cH:7][cH:8][cH:9][cH:10]2.[N+:11](=[O:12])([O-:13])[c:14]1[cH:15][cH:16][c:17]([SH:20])[cH:18][cH:19]1>>[c:2]1([S:20][c:17]2[cH:16][cH:15][c:14]([N+:11](=[O:12])[O-:13])[cH:19][cH:18]2)[nH:3][c:4]2[c:5]([n:6]1)[cH:7][cH:8][cH:9][cH:10]2. Conditions: time 1 hour. Yield: 52.2%. Product: FC1=C(C=C(C=C1)CC#N)OCC(F)(F)F ([4-Fluoro-3-(2,2,2-trifluoro-ethoxy)-phenyl]acetonitrile). Starting materials: [C-]#N.[K+] (KCN), BrCC1=CC(=C(C=C1)F)OCC(F)(F)F (4-bromomethyl-1-fluoro-2-(2,2,2-trifluoro-ethoxy)-benzene), O (Water). Procedure details: 900 mg (13.8 mmol) of KCN were added to a solution of 3.3 g (11.5 mmol) of 4-bromomethyl-1-fluoro-2-(2,2,2-trifluoro-ethoxy)-benzene in 30 ml of dry dimethylsulfoxide. The reaction mixture was stirred for 1 hour at room temperature. Water was added and the product was extracted with diethyl ether. The solvent was removed under vacuum and the crude residue was purified by flash chromatography (hexane/ethyl acetate 8:2 v:v). 1.4 g (52% yield) of the title compound were isolated as a white solid. RXN SMILES: [C-:1]#[N:2].[K+].Br[CH2:5][C:6]1[CH:11]=[CH:10][C:9]([F:12])=[C:8]([O:13][CH2:14][C:15]([F:18])([F:17])[F:16])[CH:7]=1.O>CS(C)=O>[F:12][C:9]1[CH:10]=[CH:11][C:6]([CH2:5][C:1]#[N:2])=[CH:7][C:8]=1[O:13][CH2:14][C:15]([F:18])([F:17])[F:16] |f:0.1|. Run in CS(=O)C (dimethylsulfoxide).